This data is from the Open Reaction Database (ORD), a public repository of structured organic reaction records. The task is: describe an organic reaction: reactants, conditions, products, and yield The reactants are CS(=O)(=O)O (methanesulfonic acid), C1(=CC=C(C=C1)S(=O)(=O)O)C (para toluenesulfonic acid), [OH-].[Na+] (sodium hydroxide), S(O)(O)(=O)=O (sulfuric acid), CN(C[C@@H]([C@@](CC)(O)C1=CC(=CC=C1)OC)C)C ((2S,3R)-1-(dimethylamino)-3-(3-methoxyphenyl)-2-methyl pentan-3-ol). The solvent is C1CCCCC1 (cyclohexane), O1CCCC1 (tetrahydrofuran). Conditions: temperature 20 celsius. Product: (2S,3R)-1-(dimethylamino)-3-(3-methoxyphenyl)-2-methyl pentan-3-yl methane sulfonate, CC1=CC=C(C=C1)S(=O)(=O)O[C@@]([C@H](CN(C)C)C)(CC)C1=CC(=CC=C1)OC ((2S,3R)-1-(dimethylamino)-3-(3-methoxyphenyl)-2-methyl-pentan-3-yl 4-methylbenzenesulfonate). As a reaction SMILES: [CH3:1][N:2]([CH3:18])[CH2:3][C@H:4]([CH3:17])[C@:5]([C:9]1[CH:14]=[CH:13][CH:12]=[C:11]([O:15][CH3:16])[CH:10]=1)([OH:8])[CH2:6][CH3:7].S(=O)(=O)(O)O.CS(O)(=O)=O.[C:29]1([CH3:39])[CH:34]=[CH:33][C:32]([S:35](O)(=[O:37])=[O:36])=[CH:31][CH:30]=1.[OH-].[Na+]>C1CCCCC1.O1CCCC1>[CH3:39][C:29]1[CH:34]=[CH:33][C:32]([S:35]([O:8][C@:5]([C:9]2[CH:14]=[CH:13][CH:12]=[C:11]([O:15][CH3:16])[CH:10]=2)([CH2:6][CH3:7])[C@@H:4]([CH3:17])[CH2:3][N:2]([CH3:1])[CH3:18])(=[O:37])=[O:36])=[CH:31][CH:30]=1 |f:4.5|. Reported procedure: Accordingly the compound (2S,3R)-1-(dimethylamino)-3-(3-methoxyphenyl)-2-methyl pentan-3-ol of Formula-V was charged in the solvent tetrahydrofuran and under stirring charged concentrated sulfuric acid at temperature of 20-30° C. The reaction mixture is stirred and charged methanesulfonic acid or para toluenesulfonic acid and solvent cyclohexane. Stirred and raised the temperature to reflux. Maintained the reaction mass at reflux temperature for 3-5 hours with simultaneous removal of water. Cool...